Dataset: the Open Reaction Database (ORD), a public repository of structured organic reaction records. Task: describe an organic reaction: reactants, conditions, products, and yield The reactants are Cl[Si](C)(C)C (ClSiMe3), Cl[Sn](Cl)(Cl)Cl (SnCl4), FC=1C(NC(NC1)=O)=O (5-fluorouracil), C(C)(=O)O[C@@H]1[C@@H](OC(C2=CC=CC=C2)=O)[C@@H](OC(C2=CC=CC=C2)=O)[C@@H](O1)COC(C1=CC=CC=C1)=O (1-O-Acetyl-2,3,5-tri-O-benzoyl-β-L-ribose), C[Si](C)(C)N[Si](C)(C)C (HMDS). Run in CC#N (MeCN). Yields the product C(C1=CC=CC=C1)(=O)O[C@@H]1[C@H](O[C@H]([C@@H]1OC(C1=CC=CC=C1)=O)COC(C1=CC=CC=C1)=O)N1C(=O)NC(=O)C(=C1)F (1-(2,3,5-Tri-O-benzoyl-β-L-ribofuranosyl)-5-fluorouracil). Isolated yield 61.8%. As a reaction SMILES: [F:1][C:2]1[C:3](=[O:9])[NH:4][C:5](=[O:8])[NH:6][CH:7]=1.C(O[C@H:14]1[O:36][C@@H:35]([CH2:37][O:38][C:39](=[O:46])[C:40]2[CH:45]=[CH:44][CH:43]=[CH:42][CH:41]=2)[C@H:25]([O:26][C:27](=[O:34])[C:28]2[CH:33]=[CH:32][CH:31]=[CH:30][CH:29]=2)[C@@H:15]1[O:16][C:17](=[O:24])[C:18]1[CH:23]=[CH:22][CH:21]=[CH:20][CH:19]=1)(=O)C.C[Si](N[Si](C)(C)C)(C)C.Cl[Si](C)(C)C.Cl[Sn](Cl)(Cl)Cl>CC#N>[C:17]([O:16][C@H:15]1[C@@H:25]([O:26][C:27](=[O:34])[C:28]2[CH:33]=[CH:32][CH:31]=[CH:30][CH:29]=2)[C@H:35]([CH2:37][O:38][C:39](=[O:46])[C:40]2[CH:41]=[CH:42][CH:43]=[CH:44][CH:45]=2)[O:36][C@@H:14]1[N:6]1[CH:7]=[C:2]([F:1])[C:3](=[O:9])[NH:4][C:5]1=[O:8])(=[O:24])[C:18]1[CH:23]=[CH:22][CH:21]=[CH:20][CH:19]=1. Procedure details: To a mixture of 5-fluorouracil (0.85 g, 6.54 mmol) and compound 2 (3.0 g, 5.94 mmol) in anhydrous MeCN (100 ml) were successively added HMDS (1.25 ml, 5.95 mmol), ClSiMe3 (0.6 ml, 4.76 mmol) and SnCl4 (0.83 ml, 7.13 mmol). The resulting clear solution was refluxed for 1 hour when TLC indicated completion of the reaction. The solvent was evaporated and the residue dissolved in EtOAc (250 ml), washed with NaHCO3 and H2O. The EtOAc layer was dried, filtered and evaporated to give a white solid and ... Reactants: C(C)OC(=O)C1=CC(=C2C(=N1)N(C(=N2)CC)CC2=CC=C(C=C2)C2=C(C=CC=C2)C2=NN=NN2)C (5-(ethoxycarbonyl)-2-ethyl-7-methyl-3-(2'-(tetrazol-5-yl)biphen-4-yl)methyl-3H-imidazo[4,5-b]pyridine), [H-] (hydride), CC(=O)O (HOAc). Run in C1CCOC1 (THF). Conditions: time 1 hour. Product: C(C)C1=NC=2C(=NC(=CC2C)CO)N1CC1=CC=C(C=C1)C1=C(C=CC=C1)C1=NN=NN1 (2-Ethyl-5-(hydroxymethyl)-7-methyl-3-(2'-(tetrazol-5-yl)biphen-4-yl)methyl-3H-imidazo[4,5-b]pyridine). Yield: 61.5%. As a reaction SMILES: C([O:3][C:4]([C:6]1[N:11]=[C:10]2[N:12]([CH2:17][C:18]3[CH:23]=[CH:22][C:21]([C:24]4[CH:29]=[CH:28][CH:27]=[CH:26][C:25]=4[C:30]4[NH:34][N:33]=[N:32][N:31]=4)=[CH:20][CH:19]=3)[C:13]([CH2:15][CH3:16])=[N:14][C:9]2=[C:8]([CH3:35])[CH:7]=1)=O)C.[H-].CC(O)=O>C1COCC1>[CH2:15]([C:13]1[N:12]([CH2:17][C:18]2[CH:19]=[CH:20][C:21]([C:24]3[CH:29]=[CH:28][CH:27]=[CH:26][C:25]=3[C:30]3[NH:34][N:33]=[N:32][N:31]=3)=[CH:22][CH:23]=2)[C:10]2=[N:11][C:6]([CH2:4][OH:3])=[CH:7][C:8]([CH3:35])=[C:9]2[N:14]=1)[CH3:16]. Reported procedure: To 5-(ethoxycarbonyl)-2-ethyl-7-methyl-3-(2'-(tetrazol-5-yl)biphen-4-yl)methyl-3H-imidazo[4,5-b]pyridine (50 mg) in THF (1 mL) at -78° C. was added Diisobutylahminum hydride (0.534 mL, 1M/THF). After 1 hour at -78° C, the mixture was warmed to RT and 1% aqueous HOAc (2 mL) was added. Extractive workup (EtOAc), and purification (SiO2, 80/20/1 CH2Cl2 /MeOH/NH4OH) gave 28 mg of a solid. 1H NMR (300 MHz, CD3OD) δ 7.57 (t, 2H, J=7.5 Hz), 7.48 (t, 2H, J=7.5 Hz), 7.26 (s, 1H), 7.08-7.02 (AB quartet, 4H... Yields the product C1(CC1)C(=O)N1C[C@@H](CC1)CC=1N(C(NN1)=O)C1=C(C=C(C=C1)C1=CC=C(C=C1)F)F (5-{[(3S)-1-(cyclopropylcarbonyl)-3-pyrrolidinyl]methyl}-4-(3,4′-difluoro-4-biphenylyl)-2,4-dihydro-3H-1,2,4-triazol-3-one). The reagents and catalysts are C1=CC=C(C=C1)P([C-]2C=CC=C2)C3=CC=CC=C3.C1=CC=C(C=C1)P([C-]2C=CC=C2)C3=CC=CC=C3.Cl[Pd]Cl.[Fe+2].ClCCl (dichloro[1,1′-bis(diphenylphosphino)ferrocene]palladium(II) dichloromethane). Yield: 61.0%. Run in O1CCOCC1 (dioxane). The reactants are BrC1=CC(=C(C=C1)N1C(NN=C1C[C@H]1CN(CC1)C(=O)C1CC1)=O)F (4-(4-bromo-2-fluorophenyl)-5-{[(3S)-1-(cyclopropylcarbonyl)-3-pyrrolidinyl]methyl}-2,4-dihydro-3H-1,2,4-triazol-3-one), FC1=CC=C(C=C1)B(O)O ((4-fluorophenyl)boronic acid), C([O-])([O-])=O.[K+].[K+] (potassium carbonate). RXN SMILES: Br[C:2]1[CH:7]=[CH:6][C:5]([N:8]2[C:12]([CH2:13][C@@H:14]3[CH2:18][CH2:17][N:16]([C:19]([CH:21]4[CH2:23][CH2:22]4)=[O:20])[CH2:15]3)=[N:11][NH:10][C:9]2=[O:24])=[C:4]([F:25])[CH:3]=1.[F:26][C:27]1[CH:32]=[CH:31][C:30](B(O)O)=[CH:29][CH:28]=1.C(=O)([O-])[O-].[K+].[K+]>O1CCOCC1.C1C=CC(P(C2C=CC=CC=2)[C-]2C=CC=C2)=CC=1.C1C=CC(P(C2C=CC=CC=2)[C-]2C=CC=C2)=CC=1.Cl[Pd]Cl.[Fe+2].ClCCl>[CH:21]1([C:19]([N:16]2[CH2:17][CH2:18][C@@H:14]([CH2:13][C:12]3[N:8]([C:5]4[CH:6]=[CH:7][C:2]([C:30]5[CH:31]=[CH:32][C:27]([F:26])=[CH:28][CH:29]=5)=[CH:3][C:4]=4[F:25])[C:9](=[O:24])[NH:10][N:11]=3)[CH2:15]2)=[O:20])[CH2:23][CH2:22]1 |f:2.3.4,6.7.8.9.10|. Procedure details: A solution of 4-(4-bromo-2-fluorophenyl)-5-{[(3S)-1-(cyclopropylcarbonyl)-3-pyrrolidinyl]methyl}-2,4-dihydro-3H-1,2,4-triazol-3-one (0.244 mmol) in dioxane (1.5 mL) was treated with (4-fluorophenyl)boronic acid (0.269 mmol), dichloro[1,1′-bis(diphenylphosphino)ferrocene]palladium(II)-dichloromethane adduct (10 mg), and 2M aq potassium carbonate (0.733 mmol). The reaction mixture was purged with nitrogen, sealed, and irradiated in a microwave (Biotage Initiator) at 150° C. for 10 min. The reactio... Reactants: N(=C=S)C=1SC(=C(C1C(=O)OC)C)C (methyl 2-isothiocyanato-4,5-dimethylthiophene-3-carboxylate), CC1=CN=CN1CCCN (3-(5-methyl-1H-imidazol-1-yl)propan-1-amine). Yields the product CC1=C(SC=2NC(N(C(C21)=O)CCCN2C=NC=C2C)=S)C (2,3-dihydro-5,6-dimethyl-3-(3-(5-methyl-1H-imidazol-1-yl)propyl)-2-thioxothieno[2,3-d]pyrimidin-4(1H)-one). RXN SMILES: [N:1]([C:4]1[S:5][C:6]([CH3:14])=[C:7]([CH3:13])[C:8]=1[C:9]([O:11]C)=O)=[C:2]=[S:3].[CH3:15][C:16]1[N:20]([CH2:21][CH2:22][CH2:23][NH2:24])[CH:19]=[N:18][CH:17]=1>>[CH3:13][C:7]1[C:8]2[C:9](=[O:11])[N:24]([CH2:23][CH2:22][CH2:21][N:20]3[C:16]([CH3:15])=[CH:17][N:18]=[CH:19]3)[C:2](=[S:3])[NH:1][C:4]=2[S:5][C:6]=1[CH3:14]. Procedure: The compound was synthesized starting from methyl 2-isothiocyanato-4,5-dimethylthiophene-3-carboxylate (0.1 g, 0.44 mmol) and 3-(5-methyl-1H-imidazol-1-yl)propan-1-amine (5) (0.06 g, 0.44 mmol) as described above. Starting materials: [Mg+]Cc1ccccc1, CN(C)C(c1ccc2ccccc2c1)C1CCCCC1=O, [Cl-], [Cl-], Cl, N, [NH4+], C1CCOC1, O. Yields the product CN(C)C(c1ccc2ccccc2c1)C1CCCCC1(O)Cc1ccccc1. As a reaction SMILES: [CH2:25]([c:26]1[cH:27][cH:28][cH:29][cH:30][cH:31]1)[Mg+:32].[CH3:2][N:3]([CH3:4])[CH:5]([CH:6]1[C:7](=[O:12])[CH2:8][CH2:9][CH2:10][CH2:11]1)[c:13]1[cH:14][c:15]2[cH:16][cH:17][cH:18][cH:19][c:20]2[cH:21][cH:22]1.[Cl-:24].[Cl-:33].[ClH:1].[NH3:23].[NH4+:34].[O:35]1[CH2:36][CH2:37][CH2:38][CH2:39]1.[OH2:40]>>[CH3:2][N:3]([CH3:4])[CH:5]([CH:6]1[C:7]([OH:12])([CH2:25][c:26]2[cH:27][cH:28][cH:29][cH:30][cH:31]2)[CH2:8][CH2:9][CH2:10][CH2:11]1)[c:13]1[cH:14][c:15]2[cH:16][cH:17][cH:18][cH:19][c:20]2[cH:21][cH:22]1.